Dataset: the Open Reaction Database (ORD), a public repository of structured organic reaction records. Task: describe an organic reaction: reactants, conditions, products, and yield Starting materials: N1C=NC=C1 (imidazole), ClC=1N=C(C2=C(N1)SC(=C2C)C)NCC2=CC(=C(C=C2)OC)OC (2-chloro-5,6-dimethyl-4-(3,4-dimethoxybenzylamino)-thieno-[2,3-d]-pyrimidine). The product is N1(C=NC=C1)C=1N=C(C2=C(N1)SC(=C2C)C)NCC2=CC(=C(C=C2)OC)OC (2-(imidazol-1-yl)-5,6-dimethyl-4-(3,4-dimethoxybenzylamino)-thieno-[2,3-d]-pyrimidine). As a reaction SMILES: [NH:1]1[CH:5]=[CH:4][N:3]=[CH:2]1.Cl[C:7]1[N:8]=[C:9]([NH:18][CH2:19][C:20]2[CH:25]=[CH:24][C:23]([O:26][CH3:27])=[C:22]([O:28][CH3:29])[CH:21]=2)[C:10]2[C:15]([CH3:16])=[C:14]([CH3:17])[S:13][C:11]=2[N:12]=1>>[N:1]1([C:7]2[N:8]=[C:9]([NH:18][CH2:19][C:20]3[CH:25]=[CH:24][C:23]([O:26][CH3:27])=[C:22]([O:28][CH3:29])[CH:21]=3)[C:10]3[C:15]([CH3:16])=[C:14]([CH3:17])[S:13][C:11]=3[N:12]=2)[CH:5]=[CH:4][N:3]=[CH:2]1. Procedure details: Following the procedure of Example 97, the reaction of imidazole with 2-chloro-5,6-dimethyl-4-(3,4-dimethoxybenzylamino)-thieno-[2,3-d]-pyrimidine gives 2-(imidazol-1-yl)-5,6-dimethyl-4-(3,4-dimethoxybenzylamino)-thieno-[2,3-d]-pyrimidine. The reactants are C1(=CC=CC=C1)C1=CC(=CC2=CC(=CC=C12)O)C(=O)OC (1-phenyl-3-carbomethoxy-6-naphthol), CC(C)C[AlH]CC(C)C (DIBAL-H), CO (methanol). The solvent is C1CCOC1 (THF). Reaction conditions: time 2 hour. Product: C1(=CC=CC=C1)C1=CC(=CC2=CC(=CC=C12)O)CO (1-Phenyl-3-hydroxymethyl-6-naphthol). RXN SMILES: [C:1]1([C:7]2[C:16]3[C:11](=[CH:12][C:13]([OH:17])=[CH:14][CH:15]=3)[CH:10]=[C:9]([C:18](OC)=[O:19])[CH:8]=2)[CH:6]=[CH:5][CH:4]=[CH:3][CH:2]=1.CC(C[AlH]CC(C)C)C.CO>C1COCC1>[C:1]1([C:7]2[C:16]3[C:11](=[CH:12][C:13]([OH:17])=[CH:14][CH:15]=3)[CH:10]=[C:9]([CH2:18][OH:19])[CH:8]=2)[CH:2]=[CH:3][CH:4]=[CH:5][CH:6]=1. Procedure details: To a solution of 1-phenyl-3-carbomethoxy-6-naphthol (Naphthol 11) (2.5 g, 9 mmoL) in dry THF (50 mL) at 0° C. was added (4.8 mL, 2.7 mmoL, 3 eq.) of DIBAL-H. The resulting solution was stirred for 2 hr. Then methanol (excess) was added and the solvent evaporated. The mixture was diluted with EtOAc, washed successively with HCl, 1N, H2O, brine, to give the title compound. Starting materials: [Al+3], CC(=O)Nc1c(C)c(C)c2c(c1C)CC(C)(CCc1ccc(F)cc1)O2, [H-], [H-], [H-], [H-], [Li+], C1CCOC1, O. RXN SMILES: [Al+3:33].[C:6]([CH3:7])(=[O:8])[NH:9][c:10]1[c:11]([CH3:31])[c:12]([CH3:30])[c:13]2[c:14]([c:28]1[CH3:29])[CH2:15][C:16]([CH2:18][CH2:19][c:20]1[cH:21][cH:22][c:23]([F:26])[cH:24][cH:25]1)([CH3:27])[O:17]2.[H-:32].[H-:35].[H-:36].[H-:37].[Li+:34].[O:1]1[CH2:2][CH2:3][CH2:4][CH2:5]1.[OH2:38]>>[CH2:6]([CH3:7])[NH:9][c:10]1[c:11]([CH3:31])[c:12]([CH3:30])[c:13]2[c:14]([c:28]1[CH3:29])[CH2:15][C:16]([CH2:18][CH2:19][c:20]1[cH:21][cH:22][c:23]([F:26])[cH:24][cH:25]1)([CH3:27])[O:17]2. Yields the product CCNc1c(C)c(C)c2c(c1C)CC(C)(CCc1ccc(F)cc1)O2. Starting materials: COC1=C(CN2S(NCC2=O)(=O)=O)C=CC(=C1)OC (2-(2,4-dimethoxybenzyl)-1,1-dioxo-1,2,5-thiadiazolidin-3-one), C(=O)([O-])[O-].[Cs+].[Cs+] (Cs2CO3), FC1=C(C=C(C=C1)[N+](=O)[O-])[N+](=O)[O-] (1-Fluoro-2,4-dinitrobenzene). Solvent: O1CCOCC1 (1,4-dioxane). Run at time 16 hour. Yields the product COC1=C(CN2S(N(CC2=O)C2=C(C=C(C=C2)[N+](=O)[O-])[N+](=O)[O-])(=O)=O)C=CC(=C1)OC (2-(2,4-dimethoxybenzyl)-5-(2,4-dinitrophenyl)-1,1-dioxo-1,2,5-thiadiazolidin-3-one). As a reaction SMILES: [CH3:1][O:2][C:3]1[CH:17]=[C:16]([O:18][CH3:19])[CH:15]=[CH:14][C:4]=1[CH2:5][N:6]1[C:10](=[O:11])[CH2:9][NH:8][S:7]1(=[O:13])=[O:12].C([O-])([O-])=O.[Cs+].[Cs+].F[C:27]1[CH:32]=[CH:31][C:30]([N+:33]([O-:35])=[O:34])=[CH:29][C:28]=1[N+:36]([O-:38])=[O:37]>O1CCOCC1>[CH3:1][O:2][C:3]1[CH:17]=[C:16]([O:18][CH3:19])[CH:15]=[CH:14][C:4]=1[CH2:5][N:6]1[C:10](=[O:11])[CH2:9][N:8]([C:31]2[CH:32]=[CH:27][C:28]([N+:36]([O-:38])=[O:37])=[CH:29][C:30]=2[N+:33]([O-:35])=[O:34])[S:7]1(=[O:13])=[O:12] |f:1.2.3|. Procedure details: A solution of the title B compound, 2-(2,4-dimethoxybenzyl)-1,1-dioxo-1,2,5-thiadiazolidin-3-one (303 mg, 1.05 mmol) in dry 1,4-dioxane (5 mL) is treated with Cs2CO3 (342 mg, 1.05 mmol). 1-Fluoro-2,4-dinitrobenzene (197 mg, 1.05 mmol) is added and the mixture is stirred at RT for 16 h. The solvent is evaporated and the residue is partitioned between EtOAc and 1N aqueous HCl. The organic layer is dried over anhydrous Na2SO4 and concentrated. The residue is chromatographed on silica gel using 10%→... Starting materials: N(C(=N)N)C=1SC=C(N1)CSCCC(OC)=N (Methyl 3-(2-guanidino-4-thiazolylmethylthio)propionimidate), [Cl-].[NH4+] (ammonium chloride). Run in C(C)O (ethanol). Product: Cl.Cl.N(C(=N)N)C=1SC=C(N1)CSCCC(=N)N (3-(2-guanidino-4-thiazolylmethylthio)propionamidine dihydrochloride). Yield: 65.8%. Reaction SMILES: [NH:1]([C:5]1[S:6][CH:7]=[C:8]([CH2:10][S:11][CH2:12][CH2:13][C:14](=[NH:17])OC)[N:9]=1)[C:2]([NH2:4])=[NH:3].[Cl-:18].[NH4+:19]>C(O)C>[ClH:18].[ClH:18].[NH:1]([C:5]1[S:6][CH:7]=[C:8]([CH2:10][S:11][CH2:12][CH2:13][C:14]([NH2:17])=[NH:19])[N:9]=1)[C:2]([NH2:4])=[NH:3] |f:1.2,4.5.6|. Procedure details: Methyl 3-(2-guanidino-4-thiazolylmethylthio)propionimidate (4.09 g), ammonium chloride (0.8 g) and ethanol (25 ml) were stirred at room temperature for 5 hours. The methanol was evaporated at reduced pressure and the residue was chromatographed on silica gel using a chloroform/methanol gradient elution. Fractions containing the main product (as shown by T.L.C.) were combined and the solvent evaporated at reduced pressure. The residue was treated with ethanol containing hydrochloric acid. Excess ... Starting materials: CC[C@@]12CCCN3[C@@H]1C4=C(C=5C=CC=CC5N4[C@](C2)(C(=O)OC)O)CC3 (vincamine), C(CCCCC)(=O)O (caproic acid), CC[C@@]12CCCN3[C@@H]1C4=C(C=5C=CC=CC5N4[C@](C2)(C(=O)OC)O)CC3 (vincamine). Solvent: O (water). Product: CC[C@@]12CCCN3[C@@H]1C4=C(C=5C=CC=CC5N4[C@](C2)(C(=O)OC)O)CC3.C(CCCCC)(=O)[O-] (Vincamine caproate). Reaction SMILES: [CH3:1][CH2:2][C@:3]12[CH2:19][C@:18]([OH:24])([C:20]([O:22][CH3:23])=[O:21])[N:17]3[C:9]4=[C:10]([CH2:25][CH2:26][N:7]([C@@H:8]14)[CH2:6][CH2:5][CH2:4]2)[C:11]1[CH:12]=[CH:13][CH:14]=[CH:15][C:16]=13.[C:27]([OH:34])(=[O:33])[CH2:28][CH2:29][CH2:30][CH2:31][CH3:32]>O>[CH3:1][CH2:2][C@:3]12[CH2:19][C@:18]([OH:24])([C:20]([O:22][CH3:23])=[O:21])[N:17]3[C:9]4=[C:10]([CH2:25][CH2:26][N:7]([C@@H:8]14)[CH2:6][CH2:5][CH2:4]2)[C:11]1[CH:12]=[CH:13][CH:14]=[CH:15][C:16]=13.[C:27]([O-:34])(=[O:33])[CH2:28][CH2:29][CH2:30][CH2:31][CH3:32] |f:3.4|. Procedure details: 7.08 g (2.10-2 moles) of vincamine and 2.32 g (2.10-2 moles) of caproic acid are reacted according to the same method of the preceding example. There are obtained 8.2 g of an oily substance, insoluble in water and in the common solvents. The vincamine content is 67%. Starting materials: CC1=NC(=CC(=C1C(=O)OCC)C1=CC(=CC=C1)[N+](=O)[O-])C1=CC=CC=C1 (ethyl 2-methyl-4-(3-nitrophenyl)-6-phenyl-3-pyridinecarboxylate), C(C)OCC (diethyl ether), [H-].[Al+3].[Li+].[H-].[H-].[H-] (lithium aluminum hydride), [H-].[Al+3].[Li+].[H-].[H-].[H-] (lithium aluminum hydride), ice water, C(C)(=O)OCC (Ethyl acetate). Solvent: O1CCCC1 (tetrahydrofuran), O1CCCC1 (tetrahydrofuran). The product is OCC=1C(=NC(=CC1C1=CC(=CC=C1)[N+](=O)[O-])C1=CC=CC=C1)C (3-hydroxymethyl-2-methyl-4-(3-nitrophenyl)-6-phenylpyridine). Yield: 30.5%. RXN SMILES: [H-].[Al+3].[Li+].[H-].[H-].[H-].C(OCC)C.[CH3:12][C:13]1[C:18]([C:19](OCC)=[O:20])=[C:17]([C:24]2[CH:29]=[CH:28][CH:27]=[C:26]([N+:30]([O-:32])=[O:31])[CH:25]=2)[CH:16]=[C:15]([C:33]2[CH:38]=[CH:37][CH:36]=[CH:35][CH:34]=2)[N:14]=1.C(OCC)(=O)C>O1CCCC1>[OH:20][CH2:19][C:18]1[C:13]([CH3:12])=[N:14][C:15]([C:33]2[CH:38]=[CH:37][CH:36]=[CH:35][CH:34]=2)=[CH:16][C:17]=1[C:24]1[CH:29]=[CH:28][CH:27]=[C:26]([N+:30]([O-:32])=[O:31])[CH:25]=1 |f:0.1.2.3.4.5|. Reported procedure: To a suspension of lithium aluminum hydride (0.32 g) in a mixture of dry tetrahydrofuran (4 ml) and diethyl ether (8 ml) was dropwise added a solution of ethyl 2-methyl-4-(3-nitrophenyl)-6-phenyl-3-pyridinecarboxylate (1 g) in dry tetrahydrofuran (4 ml) at -20° C. to -10° C. The excess lithium aluminum hydride was decomposed by a careful addition to ice water. Ethyl acetate (25 ml) was added thereto and the separated organic layer was washed with 10% sulfuric acid (15 ml), saturated aqueous sodi... Starting materials: C(C=CC)N1C(NC(C(=C1N(C(C)=O)C1=CC(=CC(=C1)C)C)CC)=O)=O (N-(3-but-2-enyl-5-ethyl-2,6-dioxo-1,2,3,6-tetrahydro-pyrimidin-4-yl)-N-(3,5-dimethyl-phenyl)-acetamide), C[O-].[Na+] (sodium methoxide). Solvent: CO (methanol). Conditions: time 4 hour. Yields the product C(C=CC)N1C(NC(C(=C1NC1=CC(=CC(=C1)C)C)CC)=O)=O (1-But-2-enyl-6-(3,5-dimethyl-phenylamino)-5-ethyl-1H-pyrimidine-2,4-dione). Isolated yield 72.8%. As a reaction SMILES: [CH2:1]([N:5]1[C:10]([N:11]([C:15]2[CH:20]=[C:19]([CH3:21])[CH:18]=[C:17]([CH3:22])[CH:16]=2)C(=O)C)=[C:9]([CH2:23][CH3:24])[C:8](=[O:25])[NH:7][C:6]1=[O:26])[CH:2]=[CH:3][CH3:4].C[O-].[Na+]>CO>[CH2:1]([N:5]1[C:10]([NH:11][C:15]2[CH:16]=[C:17]([CH3:22])[CH:18]=[C:19]([CH3:21])[CH:20]=2)=[C:9]([CH2:23][CH3:24])[C:8](=[O:25])[NH:7][C:6]1=[O:26])[CH:2]=[CH:3][CH3:4] |f:1.2|. Procedure: To a stirred solution of N-(3-but-2-enyl-5-ethyl-2,6-dioxo-1,2,3,6-tetrahydro-pyrimidin-4-yl)-N-(3,5-dimethyl-phenyl)-acetamide (110) (90 mg, 0.25 mmol) in methanol (3 mL), was added sodium methoxide (73 mg, 1.35 mmol). After 4 hr., the mixture was neutralized with excess. NH4Cl and evaporated in vacuo. The residue was purified by silica gel column chromatography (eluent, ethyl acetate:hexane (1:1)) to afford 57 mg (72%) of a white solid. m.p. 190-192° C.; 1H-NMR (200 MHz, CDCl3) δ 1.00 (3H, t, ... Reactants: solution, FC1=CC=C(C=C1)CC(=O)N=C=S (2-(4-fluorophenyl)acetyl isothiocyanate), NC1=CC(=C(OC2=CC(=NC=N2)NC(=O)N2CCC(CC2)CN2CCC2)C=C1)F (4-(Azetidin-1-ylmethyl)piperidine-1-carboxylic acid [6-(4-amino-2-fluorophenoxy)pyrimidin-4-yl]amide), [C@]12(C(=O)CC(CC1)C2(C)C)CS(=O)(=O)O ((S)-(+)-10-camphorsulfonic acid), C(C)OCC (diethyl ether). The solvent is C1(=CC=CC=C1)C (toluene), C(C)O (ethanol), CCCCCC (hexane). Reaction conditions: time 5 minute. Product: FC1=C(OC2=CC(=NC=N2)NC(=O)N2CCC(CC2)CN2CCC2)C=CC(=C1)NC(=S)NC(CC1=CC=C(C=C1)F)=O (4-(Azetidin-1-ylmethyl)piperidine-1-carboxylic acid [6-(2-fluoro-4-{3-[2-(4-fluorophenyl)acetyl]thioureido}phenoxy)pyrimidin-4-yl]amide). Reaction SMILES: [NH2:1][C:2]1[CH:28]=[CH:27][C:5]([O:6][C:7]2[N:12]=[CH:11][N:10]=[C:9]([NH:13][C:14]([N:16]3[CH2:21][CH2:20][CH:19]([CH2:22][N:23]4[CH2:26][CH2:25][CH2:24]4)[CH2:18][CH2:17]3)=[O:15])[CH:8]=2)=[C:4]([F:29])[CH:3]=1.[C@]12(CS(O)(=O)=O)C(C)(C)C(CC1)CC2=O.[F:45][C:46]1[CH:51]=[CH:50][C:49]([CH2:52][C:53]([N:55]=[C:56]=[S:57])=[O:54])=[CH:48][CH:47]=1.C(OCC)C>C(O)C.C1(C)C=CC=CC=1.CCCCCC>[F:29][C:4]1[CH:3]=[C:2]([NH:1][C:56]([NH:55][C:53](=[O:54])[CH2:52][C:49]2[CH:50]=[CH:51][C:46]([F:45])=[CH:47][CH:48]=2)=[S:57])[CH:28]=[CH:27][C:5]=1[O:6][C:7]1[N:12]=[CH:11][N:10]=[C:9]([NH:13][C:14]([N:16]2[CH2:21][CH2:20][CH:19]([CH2:22][N:23]3[CH2:26][CH2:25][CH2:24]3)[CH2:18][CH2:17]2)=[O:15])[CH:8]=1. Procedure: 4-(Azetidin-1-ylmethyl)piperidine-1-carboxylic acid [6-(4-amino-2-fluorophenoxy)pyrimidin-4-yl]amide (111 mg) was dissolved in ethanol (3 ml) under a nitrogen atmosphere, and then (S)-(+)-10-camphorsulfonic acid (65 mg) was added thereto, followed by stirring for 5 min. A 0.25 M solution of 2-(4-fluorophenyl)acetyl isothiocyanate in toluene (1.66 ml) was added thereto, followed by stirring for 1 hr. The reaction mixture was partitioned between ethyl acetate (50 ml) and a saturated aqueous soluti... Starting materials: C(C)(=O)O[BH-](OC(C)=O)OC(C)=O.[Na+] (sodium triacetoxyborohydride), BrC1=C2C(=CNC2=C(C=C1)C#N)C=O (4-bromo-3-formyl-1H-indole-7-carbonitrile), NC(C(=O)OCC)C(OCC)OCC (ethyl 2-amino-3,3-diethoxypropanoate), C1CCOC1 (THF), C(C)(=O)O[BH-](OC(C)=O)OC(C)=O.[Na+] (sodium triacetoxyborohydride). Run in ClCCCl (1,2-dichloroethane), CCOC(=O)C (EtOAc). Reaction conditions: time 8 hour. The product is BrC1=C2C(=CNC2=C(C=C1)C#N)CNC(C(=O)OCC)C(OCC)OCC (Ethyl 2-((4-bromo-7-cyano-1H-indol-3-yl)methylamino)-3,3-diethoxypropanoate). The yield is 35.0%. RXN SMILES: [Br:1][C:2]1[CH:10]=[CH:9][C:8]([C:11]#[N:12])=[C:7]2[C:3]=1[C:4]([CH:13]=O)=[CH:5][NH:6]2.[NH2:15][CH:16]([CH:22]([O:26][CH2:27][CH3:28])[O:23][CH2:24][CH3:25])[C:17]([O:19][CH2:20][CH3:21])=[O:18].C1COCC1.C(O[BH-](OC(=O)C)OC(=O)C)(=O)C.[Na+]>ClCCCl.CCOC(C)=O>[Br:1][C:2]1[CH:10]=[CH:9][C:8]([C:11]#[N:12])=[C:7]2[C:3]=1[C:4]([CH2:13][NH:15][CH:16]([CH:22]([O:26][CH2:27][CH3:28])[O:23][CH2:24][CH3:25])[C:17]([O:19][CH2:20][CH3:21])=[O:18])=[CH:5][NH:6]2 |f:3.4|. Procedure details: A mixture of 4-bromo-3-formyl-1H-indole-7-carbonitrile (1.08 g, 4.34 mmol), ethyl 2-amino-3,3-diethoxypropanoate (prepared according to the procedure of U.S. Pat. No. 7,470,680; 1.780 g, 6.94 mmol), and molecular sieves (2.17 g, 2 g) in 1,2-dichloroethane (79 mL) and THF (29.6 mL) at 0° C. was treated with sodium triacetoxyborohydride (2.57 g, 12.14 mmol) and the resulting mixture was stirred at room temperature overnight. After 24 h, LCMS residual starting material, so additional sodium triacet...